This data is from the Open Reaction Database (ORD), a public repository of structured organic reaction records. The task is: describe an organic reaction: reactants, conditions, products, and yield Reactants: C(C)(C)(C)OC(=O)N(C(C1=C(C=CC(=C1)N1C(CCC1)=O)C(=O)N1CCN(CC1)C1=NC=C(C=C1C)CC)=O)C(=O)OC(C)(C)C (N,N-di-tert-butyloxycarbonyl-2-[4-(5-ethyl-3-methylpyridin-2-yl)piperazine-1-carbonyl]-5-(2-oxopyrrolidin-1-yl)benzamide). Run in O1CCCC1.CN (methylamine tetrahydrofuran). Yields the product C(C)C=1C=C(C(=NC1)N1CCN(CC1)C(=O)C1=C(C(=O)NC)C=C(C=C1)N1C(CCC1)=O)C (2-[4-(5-ethyl-3-methylpyridin-2-yl)piperazine-1-carbonyl]-N-methyl-5-(2-oxopyrrolidin-1-yl)benzamide). Isolated yield 14.1%. Reaction SMILES: C(O[C:6]([N:8](C(OC(C)(C)C)=O)[C:9](=[O:39])[C:10]1[CH:15]=[C:14]([N:16]2[CH2:20][CH2:19][CH2:18][C:17]2=[O:21])[CH:13]=[CH:12][C:11]=1[C:22]([N:24]1[CH2:29][CH2:28][N:27]([C:30]2[C:35]([CH3:36])=[CH:34][C:33]([CH2:37][CH3:38])=[CH:32][N:31]=2)[CH2:26][CH2:25]1)=[O:23])=O)(C)(C)C>O1CCCC1.CN>[CH2:37]([C:33]1[CH:34]=[C:35]([CH3:36])[C:30]([N:27]2[CH2:26][CH2:25][N:24]([C:22]([C:11]3[CH:12]=[CH:13][C:14]([N:16]4[CH2:20][CH2:19][CH2:18][C:17]4=[O:21])=[CH:15][C:10]=3[C:9]([NH:8][CH3:6])=[O:39])=[O:23])[CH2:29][CH2:28]2)=[N:31][CH:32]=1)[CH3:38] |f:1.2|. Procedure details: Using N,N-di-tert-butyloxycarbonyl-2-[4-(5-ethyl-3-methylpyridin-2-yl)piperazine-1-carbonyl]-5-(2-oxopyrrolidin-1-yl)benzamide (70 mg) described in Example 809 and 2 mol/L methylamine tetrahydrofuran solution (220 μL) and by the reaction and treatment in the same manner as in Example 770, the title compound (7 mg) was obtained. The reactants are CC(C)(C)[O-], Cc1ccccc1, CC(C)(C)O, O=[N+]([O-])c1cc2nc(Cl)c(Cl)nc2cc1F, [K+], [Na+], O=P([O-])(O)O. Yields the product CC(C)(C)Oc1nc2cc(F)c([N+](=O)[O-])cc2nc1Cl. Reaction SMILES: [CH3:17][C:18]([CH3:19])([O-:20])[CH3:21].[CH3:23][c:24]1[cH:25][cH:26][cH:27][cH:28][cH:29]1.[CH3:36][C:37]([OH:38])([CH3:39])[CH3:40].[Cl:1][c:2]1[n:3][c:4]2[cH:5][c:6]([N+:14](=[O:15])[O-:16])[c:7]([F:13])[cH:8][c:9]2[n:10][c:11]1[Cl:12].[K+:22].[Na+:35].[P:30]([O-:31])([OH:32])([OH:33])=[O:34]>>[Cl:1][c:2]1[n:3][c:4]2[cH:5][c:6]([N+:14](=[O:15])[O-:16])[c:7]([F:13])[cH:8][c:9]2[n:10][c:11]1[O:20][C:18]([CH3:17])([CH3:19])[CH3:21].